The task is: describe an organic reaction: reactants, conditions, products, and yield. This data is from the Open Reaction Database (ORD), a public repository of structured organic reaction records. The reactants are C(C1=CC=CC=C1)OC=1C=C2C(=C(N(C(C2=CC1)=O)CC(C)C)C(=O)OC)OS(=O)(=O)C(F)(F)F (methyl 6-(benzyloxy)-2-isobutyl-1-oxo-4-trifluoromethanesulfonyloxy-1,2-dihydro-3-isoquinolinecarboxylate), S1C(=CC=C1)B(O)O (2-thiopheneboronic acid), C([O-])([O-])=O.[Na+].[Na+] (sodium carbonate), C1(=CC=CC=C1)C (toluene). The reagents and catalysts are C=1C=CC(=CC1)[P](C=2C=CC=CC2)(C=3C=CC=CC3)[Pd]([P](C=4C=CC=CC4)(C=5C=CC=CC5)C=6C=CC=CC6)([P](C=7C=CC=CC7)(C=8C=CC=CC8)C=9C=CC=CC9)[P](C=1C=CC=CC1)(C=1C=CC=CC1)C=1C=CC=CC1 (tetrakis(triphenylphosphine)palladium). The solvent is O (water), CO (methanol), O (water). Reaction conditions: time 30 minute. The product is C(C1=CC=CC=C1)OC=1C=C2C(=C(N(C(C2=CC1)=O)CC(C)C)C(=O)OC)C=1SC=CC1 (methyl 6-(benzyloxy)-2-isobutyl-1-oxo-4-(2-thienyl)-1,2-dihydro-3-isoquinolinecarboxylate). Isolated yield 23.6%. RXN SMILES: [CH2:1]([O:8][C:9]1[CH:10]=[C:11]2[C:16](=[CH:17][CH:18]=1)[C:15](=[O:19])[N:14]([CH2:20][CH:21]([CH3:23])[CH3:22])[C:13]([C:24]([O:26][CH3:27])=[O:25])=[C:12]2OS(C(F)(F)F)(=O)=O)[C:2]1[CH:7]=[CH:6][CH:5]=[CH:4][CH:3]=1.[S:36]1[CH:40]=[CH:39][CH:38]=[C:37]1B(O)O.C(=O)([O-])[O-].[Na+].[Na+].C1(C)C=CC=CC=1>C1C=CC([P]([Pd]([P](C2C=CC=CC=2)(C2C=CC=CC=2)C2C=CC=CC=2)([P](C2C=CC=CC=2)(C2C=CC=CC=2)C2C=CC=CC=2)[P](C2C=CC=CC=2)(C2C=CC=CC=2)C2C=CC=CC=2)(C2C=CC=CC=2)C2C=CC=CC=2)=CC=1.O.CO>[CH2:1]([O:8][C:9]1[CH:10]=[C:11]2[C:16](=[CH:17][CH:18]=1)[C:15](=[O:19])[N:14]([CH2:20][CH:21]([CH3:23])[CH3:22])[C:13]([C:24]([O:26][CH3:27])=[O:25])=[C:12]2[C:37]1[S:36][CH:40]=[CH:39][CH:38]=1)[C:2]1[CH:3]=[CH:4][CH:5]=[CH:6][CH:7]=1 |f:2.3.4,^1:60,62,81,100|. Procedure: A mixture of methyl 6-(benzyloxy)-2-isobutyl-1-oxo-4-trifluoromethanesulfonyloxy-1,2-dihydro-3-isoquinolinecarboxylate (10.26 g, 20 mmol), 2-thiopheneboronic acid (3.07 g, 24 mmol), sodium carbonate (5.30 g, 50 mmol), toluene (50 ml), methanol (10 ml) and water (10 ml) was stirred at room temperature for 30 min under an argon atmosphere. To the resulting mixture was added tetrakis(triphenylphosphine)palladium (1.16 g, 1 mmol), the mixture was refluxed under heating for 10 h under an argon atmosp... The product is CC(C)c1ccc2ncn(C=CC(=O)NCCCNc3ccccn3)c(=O)c2c1. As a reaction SMILES: [CH3:1][CH:2]([CH3:3])[c:4]1[cH:5][c:6]2[c:7](=[O:19])[n:8]([CH:14]=[CH:15][C:16](=[O:17])[OH:18])[cH:9][n:10][c:11]2[cH:12][cH:13]1.[CH3:36][c:37]1[cH:38][cH:39][cH:40][cH:41][cH:42]1.[Cl-:24].[S:20]([Cl:21])([Cl:22])=[O:23].[n:25]1[c:26]([NH:31][CH2:32][CH2:33][CH2:34][NH2:35])[cH:27][cH:28][cH:29][cH:30]1>>[CH3:1][CH:2]([CH3:3])[c:4]1[cH:5][c:6]2[c:7](=[O:19])[n:8]([CH:14]=[CH:15][C:16](=[O:18])[NH:35][CH2:34][CH2:33][CH2:32][NH:31][c:26]3[n:25][cH:30][cH:29][cH:28][cH:27]3)[cH:9][n:10][c:11]2[cH:12][cH:13]1. The reactants are CC(C)c1ccc2ncn(C=CC(=O)O)c(=O)c2c1, Cc1ccccc1, [Cl-], O=S(Cl)Cl, NCCCNc1ccccn1. The reactants are C1(CCCCC1)(C(=O)OC)C(=O)OC (dimethyl 1,1-cyclohexanedicarboxylate), [O-2].[Al+3].[O-2].[O-2].[Al+3] (aluminum oxide). Solvent: CO (methanol). The product is C1(CCCCC1)C(=O)OC (methyl cyclohexanecarboxylate), starting material. The yield is 316.0%. As a reaction SMILES: [C:1]1(C(OC)=O)([C:7]([O:9][CH3:10])=[O:8])[CH2:6][CH2:5][CH2:4][CH2:3][CH2:2]1.[O-2].[Al+3].[O-2].[O-2].[Al+3]>CO>[CH:1]1([C:7]([O:9][CH3:10])=[O:8])[CH2:6][CH2:5][CH2:4][CH2:3][CH2:2]1 |f:1.2.3.4.5|. Reported procedure: Per hour a solution of 4.5 g of dimethyl 1,1-cyclohexanedicarboxylate in 4.5 g of methanol was passed at 275° C. over 5 g of aluminum oxide. The exit mixture obtained over 6 hours (36.5 g) was distilled to yield 10.1 g of methyl cyclohexanecarboxylate (53%, based on diester used) and 7.7 g of the starting material. Starting materials: S1C=C(C=C1)C1(CC(CCC1)C)O (1-(3-thienyl)-3-methylcyclohexanol), C1(=CC=C(C=C1)S(=O)(=O)O)C (p-toluenesulfonic acid). The solvent is C1(=CC=CC=C1)C (toluene). Reaction conditions: time 16.5 hour. Yields the product CC1C=C(CCC1)C1=CSC=C1 (3-methyl-1-(3-thienyl)cyclohexene). Isolated yield 33.9%. Reaction SMILES: [S:1]1[CH:5]=[CH:4][C:3]([C:6]2(O)[CH2:11][CH2:10][CH2:9][CH:8]([CH3:12])[CH2:7]2)=[CH:2]1.C1(C)C=CC(S(O)(=O)=O)=CC=1>C1(C)C=CC=CC=1>[CH3:12][CH:8]1[CH2:9][CH2:10][CH2:11][C:6]([C:3]2[CH:4]=[CH:5][S:1][CH:2]=2)=[CH:7]1. Reported procedure: A stirred solution of 37.6 g (0.192 mol) of 1-(3-thienyl)-3-methylcyclohexanol and 0.5 g of p-toluenesulfonic acid in 200 mL of toluene was heated under reflux, and by-product water was collected in a Dean-Stark trap attached to the reaction vessel. After about 16.5 hours, the reaction mixture was cooled and concentrated under reduced pressure to give a residual oil. The oil was subjected to distillation under reduced pressure using a Kugelrohr distilling system to give 11.6 g of 3-methyl-1-(3-t...